Dataset: the Open Reaction Database (ORD), a public repository of structured organic reaction records. Task: describe an organic reaction: reactants, conditions, products, and yield The product is NC=1C2=C(N=CN1)N(C=CC2=O)C(C)C2=C(C(=C(C(=C2)Cl)C)C2CNC2)OCC (4-amino-8-[1-(3-azetidin-3-yl-5-chloro-2-ethoxy-4-methylphenyl)ethyl]pyrido[2,3-d]pyrimidin-5(8H)-one). Reaction SMILES: [NH2:1][C:2]1[C:3]2[C:11](=[O:12])[CH:10]=[CH:9][N:8]([CH:13]([C:15]3[C:16]([O:37][CH2:38][CH3:39])=[C:17]([CH:23]4[CH2:26][N:25](C(OCC5C=CC=CC=5)=O)[CH2:24]4)[C:18]([CH3:22])=[C:19]([Cl:21])[CH:20]=3)[CH3:14])[C:4]=2[N:5]=[CH:6][N:7]=1.Cl.O>[Pd].CO>[NH2:1][C:2]1[C:3]2[C:11](=[O:12])[CH:10]=[CH:9][N:8]([CH:13]([C:15]3[CH:20]=[C:19]([Cl:21])[C:18]([CH3:22])=[C:17]([CH:23]4[CH2:26][NH:25][CH2:24]4)[C:16]=3[O:37][CH2:38][CH3:39])[CH3:14])[C:4]=2[N:5]=[CH:6][N:7]=1. Reagents/catalysts: [Pd] (palladium on carbon). Procedure details: To a mixture of benzyl 3-{3-[1-(4-amino-5-oxopyrido[2,3-d]pyrimidin-8(5H)-yl)ethyl]-5-chloro-2-ethoxy-6-methylphenyl}azetidine-1-carboxylate (23 mg, 0.042 mmol) and 5% palladium on carbon (10 mg) in methanol (1.6 mL) was added 0.25 M hydrogen chloride in water (0.42 mL, 0.10 mmol). The suspension was hydrogenated under balloon pressure of H2 at room temperature for 2 hours. After filtered off the catalyst, the filtrate was neutralized with sat. NaHCO3 solution, extracted with dichloromethane. Th... The solvent is CO (methanol). The yield is 40.3%. Reactants: Cl (hydrogen chloride), O (water), NC=1C2=C(N=CN1)N(C=CC2=O)C(C)C=2C(=C(C(=C(C2)Cl)C)C2CN(C2)C(=O)OCC2=CC=CC=C2)OCC (benzyl 3-{3-[1-(4-amino-5-oxopyrido[2,3-d]pyrimidin-8(5H)-yl)ethyl]-5-chloro-2-ethoxy-6-methylphenyl}azetidine-1-carboxylate). Conditions: time 2 hour. Starting materials: BrC=1C(=CC(=NC1)NC(=O)NCC)C(N)=S (5-Bromo-2-(3-ethylureido)pyridine-4-carbothioamide), BrC=1C(=CC(=NC1)NC(=O)NCC)C(N)=S (5-Bromo-2-(3-ethylureido)pyridine-4-carbothioamide), BrCC(CC)=O (1-Bromobutan-2-one). The solvent is C(C)#N (acetonitrile). Reaction conditions: temperature 0 celsius. Product: BrC=1C(=CC(=NC1)NC(=O)NCC)C=1SC=C(N1)CC (1-(5-Bromo-4-(4-ethylthiazol-2-yl)pyridin-2-yl)-3-ethylurea). RXN SMILES: [Br:1][C:2]1[C:3]([C:14](=[S:16])[NH2:15])=[CH:4][C:5]([NH:8][C:9]([NH:11][CH2:12][CH3:13])=[O:10])=[N:6][CH:7]=1.Br[CH2:18][C:19](=O)[CH2:20][CH3:21]>C(#N)C>[Br:1][C:2]1[C:3]([C:14]2[S:16][CH:18]=[C:19]([CH2:20][CH3:21])[N:15]=2)=[CH:4][C:5]([NH:8][C:9]([NH:11][CH2:12][CH3:13])=[O:10])=[N:6][CH:7]=1. Procedure details: 5-Bromo-2-(3-ethylureido)pyridine-4-carbothioamide (Intermediate 3, 6.06 g, 20 mmol) was suspended in acetonitrile (150 ml). 1-Bromobutan-2-one (30 mmol) was added and the reaction mixture was heated at reflux for 16 h. The reaction was cooled to 0° C. and the suspension was filtered. The solid was washed with acetonitrile (50 ml), collected, and dried in a vacuum oven at 50° C. for 4 hours to give an off white solid.